Dataset: the Open Reaction Database (ORD), a public repository of structured organic reaction records. Task: describe an organic reaction: reactants, conditions, products, and yield Reactants: C(C1=CC=CC=C1)OCC1CC(CCC1)=O (3-benzyloxymethylcyclohexanone), C(C)(=O)[O-].[Na+] (sodium acetate), Cl.NO (hydroxylamine hydrochloride), resultant mixture, ice water. The solvent is C(C)O (ethanol). Yields the product C(C1=CC=CC=C1)OCC1CC(CCC1)=NO (3-benzyloxymethylcyclohexanone oxime). Isolated yield 74.5%. Reaction SMILES: [CH2:1]([O:8][CH2:9][CH:10]1[CH2:15][CH2:14][CH2:13][C:12](=O)[CH2:11]1)[C:2]1[CH:7]=[CH:6][CH:5]=[CH:4][CH:3]=1.C([O-])(=O)C.[Na+].Cl.[NH2:23][OH:24]>C(O)C>[CH2:1]([O:8][CH2:9][CH:10]1[CH2:15][CH2:14][CH2:13][C:12](=[N:23][OH:24])[CH2:11]1)[C:2]1[CH:7]=[CH:6][CH:5]=[CH:4][CH:3]=1 |f:1.2,3.4|. Reported procedure: To a solution of the compound (11) (1.0 g; 4.6 mmol), in ethanol (25 ml), sodium acetate (0.754 g; 9.2 mmol) and hydroxylamine hydrochloride (0.384 g; 5.5 mmol) are added, and the resultant mixture is stirred at room temperature for 3 hours. The reaction mixture is poured into ice-water, extracted with chloroform, washed with water and dried. After concentration under reduced pressure, the residue is chromatographed on a silica gel column to give 3-benzyloxymethylcyclohexanone oxime (12) (0.8 g)... Reactants: C1CCOC1, COc1c(C)c2c(c(OCC[Si](C)(C)C)c1CC=C(C)C=O)C(=O)OC2, CO. Product: COc1c(C)c2c(c(OCC[Si](C)(C)C)c1CC=C(C)CO)C(=O)OC2. RXN SMILES: [CH2:29]1[O:30][CH2:31][CH2:32][CH2:33]1.[CH3:1][O:2][c:3]1[c:4]([CH2:21][CH:22]=[C:23]([CH:24]=[O:25])[CH3:26])[c:5]([O:14][CH2:15][CH2:16][Si:17]([CH3:18])([CH3:19])[CH3:20])[c:6]2[c:10]([c:11]1[CH3:12])[CH2:9][O:8][C:7]2=[O:13].[CH3:27][OH:28]>>[CH3:1][O:2][c:3]1[c:4]([CH2:21][CH:22]=[C:23]([CH2:24][OH:25])[CH3:26])[c:5]([O:14][CH2:15][CH2:16][Si:17]([CH3:18])([CH3:19])[CH3:20])[c:6]2[c:10]([c:11]1[CH3:12])[CH2:9][O:8][C:7]2=[O:13]. Reactants: COC(C)(C)C, COC(=O)C(CSc1ccc(C(=O)O)cc1N)NC(=O)OC(C)(C)C, [Na+], [OH-]. The product is CC(C)(C)OC(=O)NC(CSc1ccc(C(=O)O)cc1N)C(=O)O. As a reaction SMILES: [C:28]([O:29][CH3:30])([CH3:31])([CH3:32])[CH3:33].[CH3:1][O:2][C:3]([CH:4]([NH:5][C:6](=[O:7])[O:8][C:9]([CH3:10])([CH3:11])[CH3:12])[CH2:13][S:14][c:15]1[c:16]([NH2:24])[cH:17][c:18]([C:21](=[O:22])[OH:23])[cH:19][cH:20]1)=[O:25].[Na+:27].[OH-:26]>>[O:2]=[C:3]([CH:4]([NH:5][C:6](=[O:7])[O:8][C:9]([CH3:10])([CH3:11])[CH3:12])[CH2:13][S:14][c:15]1[c:16]([NH2:24])[cH:17][c:18]([C:21](=[O:22])[OH:23])[cH:19][cH:20]1)[OH:25]. Reactants: ClC1=CC=C(C=O)C=C1 (4-chlorobenzaldehyde), CC1(OC(=O)CC(=O)O1)C (Meldrum's acid), N1C(C(=O)O)CCC1 (D,L-proline), FC1=CC=C2C=CNC2=C1CSC (6-Fluoro-7-[(methylsulfanyl)methyl]-1H-indole). Run in C(C)#N (acetonitrile). Run at time 8 hour. The product is ClC1=CC=C(C=C1)C(C1C(OC(OC1=O)(C)C)=O)C1=CNC2=C(C(=CC=C12)F)CSC (5-[(4-Chlorophenyl){6-fluoro-7-[(methylsulfanyl)methyl]-1H-indol-3-yl}methyl]-2,2-dimethyl-1,3-dioxane-4,6-dione). RXN SMILES: [Cl:1][C:2]1[CH:9]=[CH:8][C:5]([CH:6]=O)=[CH:4][CH:3]=1.[CH3:10][C:11]1([CH3:19])[O:18][C:16](=[O:17])[CH2:15][C:13](=[O:14])[O:12]1.N1CCCC1C(O)=O.[F:28][C:29]1[C:37]([CH2:38][S:39][CH3:40])=[C:36]2[C:32]([CH:33]=[CH:34][NH:35]2)=[CH:31][CH:30]=1>C(#N)C>[Cl:1][C:2]1[CH:9]=[CH:8][C:5]([CH:6]([C:33]2[C:32]3[C:36](=[C:37]([CH2:38][S:39][CH3:40])[C:29]([F:28])=[CH:30][CH:31]=3)[NH:35][CH:34]=2)[CH:15]2[C:16](=[O:17])[O:18][C:11]([CH3:19])([CH3:10])[O:12][C:13]2=[O:14])=[CH:4][CH:3]=1. Reported procedure: 1.44 g (10.24 mmol) of 4-chlorobenzaldehyde, 1.48 g (10.24 mmol) of Meldrum's acid and 0.06 g (0.51 mmol) of D,L-proline were added to a solution of 2.00 g (10.24 mmol) of the compound from Example 9A in 15 ml of acetonitrile. The reaction mixture was stirred at RT overnight. The precipitated solid was filtered off with suction, washed with acetonitrile and dried under high vacuum. 3.32 g (67% of theory) of the title compound were obtained. Starting materials: [OH-].[Na+] (NaOH), C(C1=CC=CC=C1)N1N=C(C2=CC=CC=C12)C(=O)NC(C=C(Cl)Cl)C (3-(1-benzylindazole-3-carboxamido)-1,1-dichlorobut-1-ene), O (water), C(C)(=O)OCC (ethyl acetate). The solvent is CN1C(CCC1)=O (N-methylpyrrolidone). Conditions: temperature 55 celsius. Yields the product C(C1=CC=CC=C1)N1N=C(C2=CC=CC=C12)C=1OC(=C(N1)C)CO (2-(1-benzylindazol-3-yl)-5-hydroxymethyl-4-methyl-oxazole). The yield is 77.0%. As a reaction SMILES: [OH-].[Na+].[CH2:3]([N:10]1[C:18]2[C:13](=[CH:14][CH:15]=[CH:16][CH:17]=2)[C:12]([C:19]([NH:21][CH:22]([CH3:27])[CH:23]=[C:24](Cl)Cl)=[O:20])=[N:11]1)[C:4]1[CH:9]=[CH:8][CH:7]=[CH:6][CH:5]=1.O.C(OCC)(=[O:31])C>CN1CCCC1=O>[CH2:3]([N:10]1[C:18]2[C:13](=[CH:14][CH:15]=[CH:16][CH:17]=2)[C:12]([C:19]2[O:20][C:23]([CH2:24][OH:31])=[C:22]([CH3:27])[N:21]=2)=[N:11]1)[C:4]1[CH:9]=[CH:8][CH:7]=[CH:6][CH:5]=1 |f:0.1|. Procedure details: 80 μl of NaOH, 1M, were added to 15 mg of 3-(1-benzylindazole-3-carboxamido)-1,1-dichlorobut-1-ene (40 μmol) in 20 μl of N-methylpyrrolidone under argon and the mixture was heated at 55° C. for 1 hour. It was cooled and 0.8 ml of water and 8 ml of ethyl acetate were added. The organic phase was concentrated and the residue was purified by preparative TLC (SiO2). 9.9 mg (77%) of 2-(1-benzylindazol-3-yl)-5-hydroxymethyl-4-methyl-oxazole were obtained (melting point 127-129° C.). Starting materials: C(C1=CC=CC=C1)OC(C(C1CCCCC1)N(S(=O)(=O)C1=CC=C(C=C1)OC)CCC(=O)N1CCC(CC1)NCC(=O)OC(C)(C)C)=O ([{3-[4-(tert-butoxycarbonylmethylamino)piperidin-1-yl]-3-oxopropyl}(4-methoxybenzenesulfonyl) amino]cyclohexylacetic acid benzylester), [H][H] (hydrogen). The reagents and catalysts are [Pd] (palladium on activated carbon). Run in C(C)O (ethanol). Product: C(C)(C)(C)OC(=O)CNC1CCN(CC1)C(CCN(S(=O)(=O)C1=CC=C(C=C1)OC)C(C(=O)O)C1CCCCC1)=O ([{3-[4-(tert-butoxycarbonylmethyl-amino) piperidin-1-yl]-3-oxo-propyl}(4-methoxybenzenesulfonyl)amino]cyclohexylacetic acid). Isolated yield 100.3%. Reaction SMILES: C([O:8][C:9](=[O:48])[CH:10]([N:17]([CH2:29][CH2:30][C:31]([N:33]1[CH2:38][CH2:37][CH:36]([NH:39][CH2:40][C:41]([O:43][C:44]([CH3:47])([CH3:46])[CH3:45])=[O:42])[CH2:35][CH2:34]1)=[O:32])[S:18]([C:21]1[CH:26]=[CH:25][C:24]([O:27][CH3:28])=[CH:23][CH:22]=1)(=[O:20])=[O:19])[CH:11]1[CH2:16][CH2:15][CH2:14][CH2:13][CH2:12]1)C1C=CC=CC=1.[H][H]>C(O)C.[Pd]>[C:44]([O:43][C:41]([CH2:40][NH:39][CH:36]1[CH2:35][CH2:34][N:33]([C:31](=[O:32])[CH2:30][CH2:29][N:17]([CH:10]([CH:11]2[CH2:12][CH2:13][CH2:14][CH2:15][CH2:16]2)[C:9]([OH:48])=[O:8])[S:18]([C:21]2[CH:26]=[CH:25][C:24]([O:27][CH3:28])=[CH:23][CH:22]=2)(=[O:20])=[O:19])[CH2:38][CH2:37]1)=[O:42])([CH3:47])([CH3:45])[CH3:46]. Reported procedure: To a solution of [{3-[4-(tert-butoxycarbonylmethylamino)piperidin-1-yl]-3-oxopropyl}(4-methoxybenzenesulfonyl) amino]cyclohexylacetic acid benzylester (1.89 grams, 2.76 mmol) in ethanol (90 mL) was added 10% palladium on activated carbon (0.32 grams). The mixture was agitated under 3 atmospheres hydrogen in a Parr shaker for 2 hours. The catalyst was removed by filtration through nylon (pore size 0.45 μm) and the solvent was evaporated leaving [{3-[4-(tert-butoxycarbonylmethyl-amino) piperidin-1...